From a dataset of the Open Reaction Database (ORD), a public repository of structured organic reaction records. describe an organic reaction: reactants, conditions, products, and yield The reactants are CCO, CCCCCCCOC(=O)Cl, ClCCl, Cl, COC(=O)CCN(C(=O)c1ccc2c(c1)nc(CNc1ccc(C(=N)N)cc1)n2C)c1ccccc1. The product is CCCCCCCOC(=O)NC(=N)c1ccc(NCc2nc3cc(C(=O)N(CCC(=O)OC)c4ccccc4)ccc3n2C)cc1. Reaction SMILES: [CH2:49]([OH:50])[CH3:51].[Cl:38][C:39](=[O:40])[O:41][CH2:42][CH2:43][CH2:44][CH2:45][CH2:46][CH2:47][CH3:48].[Cl:52][CH2:53][Cl:54].[ClH:1].[c:2]1([N:8]([C:9](=[O:10])[c:11]2[cH:12][c:13]3[c:14]([n:15]([CH3:29])[c:16]([CH2:18][NH:19][c:20]4[cH:21][cH:22][c:23]([C:26]([NH2:27])=[NH:28])[cH:24][cH:25]4)[n:17]3)[cH:30][cH:31]2)[CH2:32][CH2:33][C:34](=[O:35])[O:36][CH3:37])[cH:3][cH:4][cH:5][cH:6][cH:7]1>>[c:2]1([N:8]([C:9](=[O:10])[c:11]2[cH:12][c:13]3[c:14]([n:15]([CH3:29])[c:16]([CH2:18][NH:19][c:20]4[cH:21][cH:22][c:23]([C:26](=[NH:27])[NH:28][C:39](=[O:40])[O:41][CH2:42][CH2:43][CH2:44][CH2:45][CH2:46][CH2:47][CH3:48])[cH:24][cH:25]4)[n:17]3)[cH:30][cH:31]2)[CH2:32][CH2:33][C:34](=[O:35])[O:36][CH3:37])[cH:3][cH:4][cH:5][cH:6][cH:7]1. Starting materials: Cl.NC1=CC2=C(SC=C2)C=C1 (5-aminobenzo[b]thiophene hydrochloride), C(C1=CC=CC=C1)Br (benzyl bromide), C(=O)=O (CO2), C(=O)(O)[O-].[Na+] (NaHCO3). Reported procedure: A stirred solution of 5-aminobenzo[b]thiophene hydrochloride (4.65 g, 0.025 mole) in dry DMSO (40 ml) was treated with benzyl bromide (6 ml, 0.05 mole) followed by solid NaHCO3 (6.3 g, 0.075 mole). After the immediate, vigorous evolution of CO2, the mixture set to a solid mass. This was held at ambient temperature overnight and the solid then was collected and recrystallized from CH3CN to obtain 5.0 g (61%) of 5-(dibenzyl)aminobenzo[b]thiophene, m.p. 114°-117° C. A sample recrystallized from eth... The product is C(C1=CC=CC=C1)N(C1=CC2=C(SC=C2)C=C1)CC1=CC=CC=C1 (5-(dibenzyl)aminobenzo[b]thiophene). Yield: 121.4%. Conditions: time 8 hour. The solvent is CS(=O)C (DMSO). As a reaction SMILES: Cl.[NH2:2][C:3]1[CH:11]=[CH:10][C:6]2[S:7][CH:8]=[CH:9][C:5]=2[CH:4]=1.[CH2:12](Br)[C:13]1[CH:18]=[CH:17][CH:16]=[CH:15][CH:14]=1.C([O-])(O)=O.[Na+].C(=O)=O>CS(C)=O>[CH2:12]([N:2]([CH2:9][C:5]1[CH:6]=[CH:10][CH:11]=[CH:3][CH:4]=1)[C:3]1[CH:11]=[CH:10][C:6]2[S:7][CH:8]=[CH:9][C:5]=2[CH:4]=1)[C:13]1[CH:18]=[CH:17][CH:16]=[CH:15][CH:14]=1 |f:0.1,3.4|. The reactants are C(CC)C1(CSCCC1=O)C(=O)O (3-propyl-tetrahydrothiopyran-4-one-3-carboxylic acid), allyl ester, N1CCOCC1 (morpholine). Reagents/catalysts: C=1C=CC(=CC1)[P](C=2C=CC=CC2)(C=3C=CC=CC3)[Pd]([P](C=4C=CC=CC4)(C=5C=CC=CC5)C=6C=CC=CC6)([P](C=7C=CC=CC7)(C=8C=CC=CC8)C=9C=CC=CC9)[P](C=1C=CC=CC1)(C=1C=CC=CC1)C=1C=CC=CC1 (tetrakis(triphenylphosphine)palladium(0)). Run in O1CCCC1 (tetrahydrofuran). Yields the product C(CC)C1CSCCC1=O (3-propyl-tetrahydrothiopyran-4-one). Reaction SMILES: [CH2:1]([C:4]1(C(O)=O)[C:9](=[O:10])[CH2:8][CH2:7][S:6][CH2:5]1)[CH2:2][CH3:3].N1CCOCC1>O1CCCC1.C1C=CC([P]([Pd]([P](C2C=CC=CC=2)(C2C=CC=CC=2)C2C=CC=CC=2)([P](C2C=CC=CC=2)(C2C=CC=CC=2)C2C=CC=CC=2)[P](C2C=CC=CC=2)(C2C=CC=CC=2)C2C=CC=CC=2)(C2C=CC=CC=2)C2C=CC=CC=2)=CC=1>[CH2:1]([CH:4]1[C:9](=[O:10])[CH2:8][CH2:7][S:6][CH2:5]1)[CH2:2][CH3:3] |^1:28,30,49,68|. Procedure details: To a stirred solution of 3-propyl-tetrahydrothiopyran-4-one-3-carboxylic acid, allyl ester (0.272 g, 1.1 mmol) in 5.0 mL dry tetrahydrofuran at room temperature was successively added morpholine (0.979 g, 1.12 mmol) followed by tetrakis(triphenylphosphine)palladium(0) (0.064 g, 0.055 mmol). Stirring was continued until the thin layer chromatography indicated the completion of reaction at which point the reaction mixture was evaporated and the crude product was purified by flash column chromatogr... Reactants: BrC1=CC=C2C=CNC2=C1 (6-bromo-1H-indole), C1CC(=O)N(C1=O)Cl (NCS). Solvent: C(Cl)Cl (DCM). Run at temperature 0 celsius, time 1.5 hour. Yields the product BrC1=CC=C2C(=CNC2=C1)Cl (6-bromo-3-chloro-1H-indole). Yield: 89.4%. As a reaction SMILES: [Br:1][C:2]1[CH:10]=[C:9]2[C:5]([CH:6]=[CH:7][NH:8]2)=[CH:4][CH:3]=1.C1C(=O)N([Cl:18])C(=O)C1>C(Cl)Cl>[Br:1][C:2]1[CH:10]=[C:9]2[C:5]([C:6]([Cl:18])=[CH:7][NH:8]2)=[CH:4][CH:3]=1. Reported procedure: A mixture of 6-bromo-1H-indole (850 mg, 4.34 mmol) and NCS (593 mg, 4.44 mmol) in DCM (17 mL) was stirred at 0° C. for 1.5 hour. The mixture was partitioned between saturated aqueous ammonium chloride (25 mL) and ethyl acetate (150 mL). The organic phase was separated, washed with brine (25 mL), dried with anhydrous magnesium sulfate, filtered and evaporated to dryness to give the title compound (894 mg). LCMS (A): m/z (M+H)+ 230/232, C8H5BrClN requires 229/231 (acidic). The reactants are C1(CCCCC1)N(C(=O)NC=1SC(=CN1)SC#N)C1CCCCC1 (1,1-dicyclohexyl-3-(5-thiocyanato-thiazol-2-yl)-urea), SC[C@H](O)[C@H](O)CS (dithioerythritol), N(CCCCCCCl)=CCCl (2-(hexamethyleneimino)ethylchloride). Product: N1(CCCCCC1)CCSC1=CN=C(S1)NC(N(C1CCCCC1)C1CCCCC1)=O (3-[5-(2-Azepan-1-yl-ethylsulfanyl)-thiazol-2-yl]-1,1-dicyclohexyl-urea). As a reaction SMILES: [CH:1]1([N:7]([CH:19]2[CH2:24][CH2:23][CH2:22][CH2:21][CH2:20]2)[C:8]([NH:10][C:11]2[S:12][C:13]([S:16]C#N)=[CH:14][N:15]=2)=[O:9])[CH2:6][CH2:5][CH2:4][CH2:3][CH2:2]1.SC[C@@H]([C@@H](CS)O)O.[N:33](=[CH:41][CH2:42]Cl)[CH2:34][CH2:35][CH2:36][CH2:37][CH2:38][CH2:39]Cl>>[N:33]1([CH2:41][CH2:42][S:16][C:13]2[S:12][C:11]([NH:10][C:8](=[O:9])[N:7]([CH:1]3[CH2:2][CH2:3][CH2:4][CH2:5][CH2:6]3)[CH:19]3[CH2:24][CH2:23][CH2:22][CH2:21][CH2:20]3)=[N:15][CH:14]=2)[CH2:39][CH2:38][CH2:37][CH2:36][CH2:35][CH2:34]1. Reported procedure: Prepared as described in general procedure (H) using 1,1-dicyclohexyl-3-(5-thiocyanato-thiazol-2-yl)-urea, dithioerythritol and 2-(hexamethyleneimino)ethylchloride